Task: describe an organic reaction: reactants, conditions, products, and yield. Dataset: the Open Reaction Database (ORD), a public repository of structured organic reaction records Starting materials: C1(=CC=CC=C1)P(C1=CC=CC=C1)C1=CC=CC=C1 (triphenylphosphine), C1(CCCC1)C/C=C(/C(=O)O)\C1=CC(=C(C=C1)S(=O)(=O)C)C(F)(F)F ((E)-4-cyclopentyl-2-[4-(methanesulfonyl)-3-(trifluoromethyl)-phenyl)-but-2-enoic acid), NC=1SC=CN1 (2-aminothiazole), BrN1C(CCC1=O)=O (N-bromosuccinimide). Solvent: C(Cl)Cl (methylene chloride), C(Cl)Cl (methylene chloride). Conditions: temperature 0 celsius, time 30 minute. Yields the product hexanes ethyl acetate, S1C(=NC=C1)NC(\C(=C\CC1CCCC1)\C1=CC(=C(C=C1)S(=O)(=O)C)C(F)(F)F)=O ((E)-4-cyclopentyl-2-(4-methanesulfonyl-3-trifluoromethyl-phenyl)-but-2-enoic acid thiazol-2-ylamide). Isolated yield 16.0%. RXN SMILES: C1(P(C2C=CC=CC=2)C2C=CC=CC=2)C=CC=CC=1.BrN1C(=O)CCC1=O.[CH:28]1([CH2:33]/[CH:34]=[C:35](\[C:39]2[CH:44]=[CH:43][C:42]([S:45]([CH3:48])(=[O:47])=[O:46])=[C:41]([C:49]([F:52])([F:51])[F:50])[CH:40]=2)/[C:36]([OH:38])=O)[CH2:32][CH2:31][CH2:30][CH2:29]1.[NH2:53][C:54]1[S:55][CH:56]=[CH:57][N:58]=1>C(Cl)Cl>[S:55]1[CH:56]=[CH:57][N:58]=[C:54]1[NH:53][C:36](=[O:38])/[C:35](/[C:39]1[CH:44]=[CH:43][C:42]([S:45]([CH3:48])(=[O:46])=[O:47])=[C:41]([C:49]([F:52])([F:50])[F:51])[CH:40]=1)=[CH:34]/[CH2:33][CH:28]1[CH2:32][CH2:31][CH2:30][CH2:29]1. Reported procedure: A solution of triphenylphosphine (550 mg, 2.1 mmol) in methylene chloride (25 mL) was cooled to 0° C. and then treated with N-bromosuccinimide (374 mg, 2.1 mmol). The reaction mixture was stirred at 0° C. for 30 min and then treated with a solution of (E)-4-cyclopentyl-2-[4-(methanesulfonyl)-3-(trifluoromethyl)-phenyl)-but-2-enoic acid (395 mg, 1.05 mmol) in methylene chloride (5 mL). The clear solution was stirred for 15 min at 0° C. and then allowed to warm to 25° C. where it was stirred for 1... Starting materials: C(C)(C)(C)C1CCC2(OCC(O2)CCl)CC1 (8-t-butyl-2-chloromethyl-1,4-dioxaspiro(4,5)decane), C1(C=2C(C(N1)=O)=CC=CC2)=O.[K] (potassium phthalimide), C1(C=2C(C(N1)=O)=CC=CC2)=O.[K] (potassium phthalimide). Reagents/catalysts: [I-].C(CCC)[N+](CCCC)(CCCC)CCCC (tetra-n-butyl ammonium iodide). Run in CN(C)C=O (DMF). Conditions: time 6 hour. Product: C(C)(C)(C)C1CCC2(OCC(O2)CN2C(C=3C(C2=O)=CC=CC3)=O)CC1 (8-t-butyl-2-(phthalimidomethyl)-1,4-dioxaspiro(4,5)decane). The yield is 101.4%. RXN SMILES: [C:1]([CH:5]1[CH2:16][CH2:15][C:8]2([O:12][CH:11]([CH2:13]Cl)[CH2:10][O:9]2)[CH2:7][CH2:6]1)([CH3:4])([CH3:3])[CH3:2].[C:17]1(=[O:27])[NH:21][C:20](=[O:22])[C:19]2=[CH:23][CH:24]=[CH:25][CH:26]=[C:18]12.[K]>[I-].C([N+](CCCC)(CCCC)CCCC)CCC.CN(C=O)C>[C:1]([CH:5]1[CH2:16][CH2:15][C:8]2([O:12][CH:11]([CH2:13][N:21]3[C:20](=[O:22])[C:19]4=[CH:23][CH:24]=[CH:25][CH:26]=[C:18]4[C:17]3=[O:27])[CH2:10][O:9]2)[CH2:7][CH2:6]1)([CH3:4])([CH3:3])[CH3:2] |f:1.2,3.4,^1:27|. Reported procedure: A mixture of 8-t-butyl-2-chloromethyl-1,4-dioxaspiro(4,5)decane (10 g, 40 mmol) (prepared as described in EP 281842; see also the references cited in this document for related compounds), potassium phthalimide (8.9 g, 48 mmol) and a catalytic amount of tetra-n-butyl ammonium iodide in DMF (80 ml) were heated to 120° C. for 3 hours. Additional potassium phthalimide (2.8 g, 16 mmol) was then added and heating was continued for 6 hours. The solvent was then evaporated in vacuo and toluene (150 ml) ... Starting materials: C1CCOC1, Cc1nc(-c2cc(C(C)N3CCOCC3)cnc2Nc2cnc(Cl)c(NS(=O)(=O)N(C)C)c2)c2ncn(C3CCCCO3)c2n1, Cl, [Na+], [Na+], [OH-], [OH-], O=C(O)CC(O)(CC(=O)O)C(=O)O. Yields the product Cc1nc(-c2cc(C(C)N3CCOCC3)cnc2Nc2cnc(Cl)c(NS(=O)(=O)N(C)C)c2)c2nc[nH]c2n1. Reaction SMILES: [CH2:64]1[O:65][CH2:66][CH2:67][CH2:68]1.[Cl:1][c:2]1[n:3][cH:4][c:5]([NH:15][c:16]2[n:17][cH:18][c:19]([CH:38]([CH3:39])[N:40]3[CH2:41][CH2:42][O:43][CH2:44][CH2:45]3)[cH:20][c:21]2-[c:22]2[c:23]3[n:24][cH:25][n:26]([CH:32]4[CH2:33][CH2:34][CH2:35][CH2:36][O:37]4)[c:27]3[n:28][c:29]([CH3:31])[n:30]2)[cH:6][c:7]1[NH:8][S:9](=[O:10])(=[O:11])[N:12]([CH3:13])[CH3:14].[ClH:46].[Na+:61].[Na+:63].[OH-:60].[OH-:62].[OH:47][C:48]([CH2:49][C:50]([C:51](=[O:52])[OH:53])([CH2:54][C:55](=[O:56])[OH:57])[OH:58])=[O:59]>>[Cl:1][c:2]1[n:3][cH:4][c:5]([NH:15][c:16]2[n:17][cH:18][c:19]([CH:38]([CH3:39])[N:40]3[CH2:41][CH2:42][O:43][CH2:44][CH2:45]3)[cH:20][c:21]2-[c:22]2[c:23]3[n:24][cH:25][nH:26][c:27]3[n:28][c:29]([CH3:31])[n:30]2)[cH:6][c:7]1[NH:8][S:9](=[O:10])(=[O:11])[N:12]([CH3:13])[CH3:14].